From a dataset of the Open Reaction Database (ORD), a public repository of structured organic reaction records. describe an organic reaction: reactants, conditions, products, and yield The reactants are CC(C)(OC(=O)N1CCN(CC1)C1=NC=CC=C1N)C (1-[1,1-dimethylethoxycarbonyl]-4-[(3-amino)-2-pyridinyl)piperazine), CC(CC)=O (2-butanone), C(C)(=O)O (acetic acid). Solvent: CO (methanol). Product: CC(C)(OC(=O)N1CCN(CC1)C1=NC=CC=C1NC(CC)C)C (1-[1,1-Dimethylethoxycarbonyl]-4-[3-(1-methylpropyl) amino-2-pyridinyl]piperazine). Reaction SMILES: [CH3:1][C:2]([CH3:20])([O:4][C:5]([N:7]1[CH2:12][CH2:11][N:10]([C:13]2[C:18]([NH2:19])=[CH:17][CH:16]=[CH:15][N:14]=2)[CH2:9][CH2:8]1)=[O:6])[CH3:3].[CH3:21][C:22](=O)[CH2:23][CH3:24].C(O)(=O)C>CO>[CH3:3][C:2]([CH3:20])([O:4][C:5]([N:7]1[CH2:8][CH2:9][N:10]([C:13]2[C:18]([NH:19][CH:22]([CH3:21])[CH2:23][CH3:24])=[CH:17][CH:16]=[CH:15][N:14]=2)[CH2:11][CH2:12]1)=[O:6])[CH3:1]. Procedure: Following the general procedure of PREPARATION 8 and making non-critical variations but starting with 1-[1,1-dimethylethoxycarbonyl]-4-[(3-amino)-2-pyridinyl)piperazine (International Publication No. WO 88/08424, 1.0 g), 2-butanone (0.27 g) sodium cyanoborohydride (0.23 g), acetic acid (5.1 ml) and methanol, the title compound is obtained, NMR (300 MHz, CDCl3) 7.68, 6.94, 6.86, 4.18, 3.56, 3.33, 3.05, 1.53, 1.47, 1.18 and 0.96 δ.